From a dataset of the Open Reaction Database (ORD), a public repository of structured organic reaction records. describe an organic reaction: reactants, conditions, products, and yield Reactants: ice water, C(C1=CC=CC=C1)OC1=CC=C(C=C1)C(COCCOS(=O)(=O)C1=CC=C(C=C1)C)O (1-(4-benzyloxyphenyl)-2-[2-(p-toluenesulfonyloxy)ethoxy]ethanol), O1CCCC=C1 (3,4-dihydro-2H-pyrane), C1(=CC=C(C=C1)S(=O)(=O)[O-])C.[NH+]1=CC=CC=C1 (pyridinium p-toluenesulfonate). The solvent is C(Cl)Cl (methylene chloride), C(Cl)Cl (methylene chloride). Yields the product C(C1=CC=CC=C1)OC1=CC=C(C=C1)C(COCCOS(=O)(=O)C1=CC=C(C=C1)C)OC1OCCCC1 (1-(4-benzyloxyphenyl)-1-(2-tetrahydropyranyloxy)-2-[2-(p-toluenesulfonyloxy)ethoxy]ethane). RXN SMILES: [CH2:1]([O:8][C:9]1[CH:14]=[CH:13][C:12]([CH:15]([OH:31])[CH2:16][O:17][CH2:18][CH2:19][O:20][S:21]([C:24]2[CH:29]=[CH:28][C:27]([CH3:30])=[CH:26][CH:25]=2)(=[O:23])=[O:22])=[CH:11][CH:10]=1)[C:2]1[CH:7]=[CH:6][CH:5]=[CH:4][CH:3]=1.[O:32]1[CH:37]=[CH:36][CH2:35][CH2:34][CH2:33]1.C1(C)C=CC(S([O-])(=O)=O)=CC=1.[NH+]1C=CC=CC=1>C(Cl)Cl>[CH2:1]([O:8][C:9]1[CH:10]=[CH:11][C:12]([CH:15]([O:31][CH:33]2[CH2:34][CH2:35][CH2:36][CH2:37][O:32]2)[CH2:16][O:17][CH2:18][CH2:19][O:20][S:21]([C:24]2[CH:25]=[CH:26][C:27]([CH3:30])=[CH:28][CH:29]=2)(=[O:23])=[O:22])=[CH:13][CH:14]=1)[C:2]1[CH:3]=[CH:4][CH:5]=[CH:6][CH:7]=1 |f:2.3|. Procedure: To a mixture of 20 g of 1-(4-benzyloxyphenyl)-2-[2-(p-toluenesulfonyloxy)ethoxy]ethanol and 40 ml of methylene chloride containing 8.2 g of 3,4-dihydro-2H-pyrane was added 2.3 g of pyridinium p-toluenesulfonate at room temperature. The resulting mixture was refluxed for 30 minutes. The reaction mixture was cooled and added to a mixture of 100 ml of ice water and 100 ml of methylene chloride. The organic layer was separated, washed with water, and dried over anhydrous magnesium sulfate. The solve... Reactants: CC(C)(C)OC(=O)n1cc(CC#N)c2ccccc21, C1CCOC1, C[Si](C)(C)[N-][Si](C)(C)C, CCOC(C)=O, CI, [Na+], O. Product: CC(C#N)c1cn(C(=O)OC(C)(C)C)c2ccccc12. As a reaction SMILES: [C:1]([CH3:2])([CH3:3])([CH3:4])[O:5][C:6](=[O:7])[n:8]1[cH:9][c:10]([CH2:17][C:18]#[N:19])[c:11]2[cH:12][cH:13][cH:14][cH:15][c:16]12.[CH2:33]1[O:34][CH2:35][CH2:36][CH2:37]1.[CH3:20][Si:21]([N-:22][Si:23]([CH3:24])([CH3:25])[CH3:26])([CH3:27])[CH3:28].[CH3:38][CH2:39][O:40][C:41]([CH3:42])=[O:43].[I:30][CH3:31].[Na+:29].[OH2:32]>>[C:1]([CH3:2])([CH3:3])([CH3:4])[O:5][C:6](=[O:7])[n:8]1[cH:9][c:10]([CH:17]([C:18]#[N:19])[CH3:20])[c:11]2[cH:12][cH:13][cH:14][cH:15][c:16]12. Isolated yield 89.8%. Procedure: 3-Bromo-1-(phenylsulfonyl)-1H-indole (7.45 g, 22.2 mmol), 2-isopropylbenzene boronic acid (4.00 g, 24.4 mmol), tetrakis(triphenylphosphine)palladium (0) (769 mg, 0.67 mmol) and sodium carbonate (7.05 g, 66.5 mmol) were combined in a round bottomed flask and placed under an argon atmosphere. Degassed solvent (3:1:1 toluene/ethanol/water) (100 mL) was added and the contents were heated to 80° C. for 14 h. Upon completion of the reaction, as determined by TLC, the phases were separated, the aqueous... Yields the product C(C)(C)C1=C(C=CC=C1)C1=CNC2=CC=CC=C12 (3-(2-isopropylphenyl)-1H-indole). The solvent is CO (methanol). Starting materials: C(C)(C)C1=C(C=CC=C1)C1=CN(C2=CC=CC=C12)S(=O)(=O)C1=CC=CC=C1 (3-(2-Isopropylphenyl)-1-(phenylsulfonyl)-1H-indole), O1CCCC1 (tetrahydrofuran), [F-].C(CCC)[N+](CCCC)(CCCC)CCCC (tetra-n-butylammonium fluoride). RXN SMILES: [CH:1]([C:4]1[CH:9]=[CH:8][CH:7]=[CH:6][C:5]=1[C:10]1[C:18]2[C:13](=[CH:14][CH:15]=[CH:16][CH:17]=2)[N:12](S(C2C=CC=CC=2)(=O)=O)[CH:11]=1)([CH3:3])[CH3:2].O1CCCC1.[F-].C([N+](CCCC)(CCCC)CCCC)CCC>CO>[CH:1]([C:4]1[CH:9]=[CH:8][CH:7]=[CH:6][C:5]=1[C:10]1[C:18]2[C:13](=[CH:14][CH:15]=[CH:16][CH:17]=2)[NH:12][CH:11]=1)([CH3:3])[CH3:2] |f:2.3|.